From a dataset of the Open Reaction Database (ORD), a public repository of structured organic reaction records. describe an organic reaction: reactants, conditions, products, and yield Reactants: BrC1=CC=C(C=C1)C1(CCC2(OCCO2)CC1)C(=O)OC (methyl 8-(4-bromophenyl)-1,4-dioxaspiro[4.5]decane-8-carboxylate), S(=O)(=O)([O-])[O-].[Mg+2] (magnesium sulfate), ClCCl (dichloromethane), CC(C)C[AlH]CC(C)C (DIBAL-H). Run in C1(=CC=CC=C1)C (toluene). Run at temperature -78 celsius, time 30 minute. The product is BrC1=CC=C(C=C1)C1(CCC2(OCCO2)CC1)CO ((8-(4-bromophenyl)-1,4-dioxaspiro[4.5]decan-8-yl)methanol). As a reaction SMILES: [Br:1][C:2]1[CH:7]=[CH:6][C:5]([C:8]2([C:18](OC)=[O:19])[CH2:17][CH2:16][C:11]3([O:15][CH2:14][CH2:13][O:12]3)[CH2:10][CH2:9]2)=[CH:4][CH:3]=1.ClCCl.CC(C[AlH]CC(C)C)C.S([O-])([O-])(=O)=O.[Mg+2]>C1(C)C=CC=CC=1>[Br:1][C:2]1[CH:7]=[CH:6][C:5]([C:8]2([CH2:18][OH:19])[CH2:9][CH2:10][C:11]3([O:12][CH2:13][CH2:14][O:15]3)[CH2:16][CH2:17]2)=[CH:4][CH:3]=1 |f:3.4|. Procedure: To a round bottom flask containing methyl 8-(4-bromophenyl)-1,4-dioxaspiro[4.5]decane-8-carboxylate (5.30 g, 14.92 mmol) was added anhydrous dichloromethane (60 ml) at room temperature. The content was then cool to −78° C. under a dry ice-acetone bath and DIBAL-H (31.1 ml, 37.30 mmol) in toluene was added dropwise slowly. When the addition was completed, the mixture was stirred at −78° C. for 30 minutes or until the consumption of the starting material as indicated by thin layer chromatography (... Reactants: potassium t-butylate, O=C1CCC(CC1)C1=CC=C(N)C=C1 (4-(4-oxo-cyclohexyl)-aniline), C1(=CC=C(C=C1)S(=O)(=O)C[N+]#[C-])C (toluene-4-sulfonylmethylisocyanide), O (water), [Cl-].[Na+] (sodium chloride). Solvent: COCCOC (1,2-dimethoxyethane), C(C)O (ethanol). The product is C(#N)C1CCC(CC1)C1=CC=C(N)C=C1 (4-(4-cyano-cyclohexyl)-aniline). Yield: 54.9%. Reaction SMILES: O=[C:2]1[CH2:7][CH2:6][CH:5]([C:8]2[CH:14]=[CH:13][C:11]([NH2:12])=[CH:10][CH:9]=2)[CH2:4][CH2:3]1.C1(C)C=CC(S([CH2:24][N+:25]#[C-])(=O)=O)=CC=1.O.[Cl-].[Na+]>COCCOC.C(O)C>[C:24]([CH:2]1[CH2:7][CH2:6][CH:5]([C:8]2[CH:14]=[CH:13][C:11]([NH2:12])=[CH:10][CH:9]=2)[CH2:4][CH2:3]1)#[N:25] |f:3.4|. Reported procedure: 392 mg (3.5 mmol) of potassium t-butylate were added portionwise at -10° to a suspension of 278 mg (1.5 mmol) of 4-(4-oxo-cyclohexyl)-aniline and 370 mg (1.9 mmol) of toluene-4-sulfonylmethylisocyanide in 5 ml of 1,2-dimethoxyethane and 0.15 ml of ethanol. After stirring at -5° for 1 hour and at room temperature for a further 70 hours 25 ml of water and 10 ml of saturated sodium chloride solution were added and the mixture was extracted three times with 40 ml of dichloromethane each time. The or... The product is Cn1nc(-c2ccccc2)cc1C(=O)O. As a reaction SMILES: [CH2:1]([CH3:2])[O:3][C:4](=[O:5])[c:6]1[n:7]([CH3:17])[n:8][c:9](-[c:11]2[cH:12][cH:13][cH:14][cH:15][cH:16]2)[cH:10]1.[CH3:18][OH:19].[ClH:23].[Li+:22].[O:24]1[CH2:25][CH2:26][CH2:27][CH2:28]1.[OH-:21].[OH2:20].[OH2:29]>>[O:3]=[C:4]([OH:5])[c:6]1[n:7]([CH3:17])[n:8][c:9](-[c:11]2[cH:12][cH:13][cH:14][cH:15][cH:16]2)[cH:10]1. The reactants are CCOC(=O)c1cc(-c2ccccc2)nn1C, CO, Cl, [Li+], C1CCOC1, [OH-], O, O. Reactants: C(#N)C(C)(C)C=1C=C(C(=O)NC2=CC(=C(C=C2)C)OC=2C=NC(=CC2)[N+](=O)[O-])C=CC1 (3-(1-cyano-1-methylethyl)-N-{4-methyl-3-[(6-nitropyridin-3-yl)oxy]phenyl}benzamide). The reagents and catalysts are [C].[Pd] (palladium-carbon). Solvent: CO (methanol). Conditions: time 16 hour. The product is NC1=CC=C(C=N1)OC=1C=C(C=CC1C)NC(C1=CC(=CC=C1)C(C)(C)C#N)=O (N-{3-[(6-aminopyridin-3-yl)oxy]-4-methylphenyl}-3-(1-cyano-1-methylethyl)benzamide). The yield is 78.1%. Reaction SMILES: [C:1]([C:3]([C:6]1[CH:7]=[C:8]([CH:29]=[CH:30][CH:31]=1)[C:9]([NH:11][C:12]1[CH:17]=[CH:16][C:15]([CH3:18])=[C:14]([O:19][C:20]2[CH:21]=[N:22][C:23]([N+:26]([O-])=O)=[CH:24][CH:25]=2)[CH:13]=1)=[O:10])([CH3:5])[CH3:4])#[N:2]>CO.[C].[Pd]>[NH2:26][C:23]1[N:22]=[CH:21][C:20]([O:19][C:14]2[CH:13]=[C:12]([NH:11][C:9](=[O:10])[C:8]3[CH:29]=[CH:30][CH:31]=[C:6]([C:3]([C:1]#[N:2])([CH3:5])[CH3:4])[CH:7]=3)[CH:17]=[CH:16][C:15]=2[CH3:18])=[CH:25][CH:24]=1 |f:2.3|. Procedure: To a solution of 3-(1-cyano-1-methylethyl)-N-{4-methyl-3-[(6-nitropyridin-3-yl)oxy]phenyl}benzamide (6.68 g, 16.0 mmol) in methanol (150 mL) was added 10% palladium-carbon (850 mg), and the mixture was stirred at room temperature for 16 hr under a hydrogen atmosphere (2.0 atm). The insoluble material was filtered off, and the filtrate was concentrated under reduced pressure. The obtained residue was recrystallized from ethyl acetate and hexane to give the title compound (4.83 g, 78%) as colorles...